Task: describe an organic reaction: reactants, conditions, products, and yield. Dataset: the Open Reaction Database (ORD), a public repository of structured organic reaction records Starting materials: ClC1=CC=C(CN2C(=CC3=CC=CC=C23)C(=O)N2CCC(CC2)C(=O)O)C=C1 (1-(1-(4-chlorobenzyl)-1H-indole-2-carbonyl)piperidine-4-carboxylic acid), CCN=C=NCCCN(C)C (EDCI), ON1N=NC2=C1C=CC=C2 (1-hydroxybenzotriazole), CCN(C(C)C)C(C)C (Hunig's Base), FC1=CC=C(C=C1)CCN (2-(4-fluorophenyl)ethanamine). Run in O (water), C(C)(=O)OCC (ethyl acetate), C(Cl)Cl (DCM). Reaction conditions: time 8 hour. Product: ClC1=CC=C(CN2C(=CC3=CC=CC=C23)C(=O)N2CCC(CC2)C(=O)NCCC2=CC=C(C=C2)F)C=C1 (1-(1-(4-chlorobenzyl)-1H-indole-2-carbonyl)-N-(4-fluorophenethyl)piperidine-4-carboxamide). Reaction SMILES: [Cl:1][C:2]1[CH:28]=[CH:27][C:5]([CH2:6][N:7]2[C:15]3[C:10](=[CH:11][CH:12]=[CH:13][CH:14]=3)[CH:9]=[C:8]2[C:16]([N:18]2[CH2:23][CH2:22][CH:21]([C:24]([OH:26])=O)[CH2:20][CH2:19]2)=[O:17])=[CH:4][CH:3]=1.CCN=C=NCCCN(C)C.ON1C2C=CC=CC=2N=N1.CCN(C(C)C)C(C)C.[F:59][C:60]1[CH:65]=[CH:64][C:63]([CH2:66][CH2:67][NH2:68])=[CH:62][CH:61]=1>C(Cl)Cl.O.C(OCC)(=O)C>[Cl:1][C:2]1[CH:28]=[CH:27][C:5]([CH2:6][N:7]2[C:15]3[C:10](=[CH:11][CH:12]=[CH:13][CH:14]=3)[CH:9]=[C:8]2[C:16]([N:18]2[CH2:23][CH2:22][CH:21]([C:24]([NH:68][CH2:67][CH2:66][C:63]3[CH:64]=[CH:65][C:60]([F:59])=[CH:61][CH:62]=3)=[O:26])[CH2:20][CH2:19]2)=[O:17])=[CH:4][CH:3]=1. Reported procedure: 1-(1-(4-chlorobenzyl)-1H-indole-2-carbonyl)piperidine-4-carboxylic acid (100 mg, 0.252 mmol), EDCI (72.5 mg, 0.378 mmol), and 1-hydroxybenzotriazole (51.1 mg, 0.378 mmol) were dissolved in DCM (Volume: 3.0 ml). The reaction was stirred at room temperature for 10 minutes before Hunig's Base (0.066 ml, 0.378 mmol) and 2-(4-fluorophenyl)ethanamine (0.050 ml, 0.378 mmol) were added. The reaction was allowed to stir overnight at room temperature. The reaction was diluted with water and ethyl acetate.... The reactants are FCCOC1=C(C(=O)N[C@@H]2CC[C@H](CC2)C(F)(F)F)C=C(C(=N1)N)[N+](=O)[O-] (2-(2-fluoro-ethoxy)-6-amino-5-nitro-N-(trans-4-trifluoromethyl-cyclohexyl)-nicotinamide), CO (MeOH). The reagents and catalysts are [Ni] (Ra—Ni). The solvent is C1CCOC1 (THF). Conditions: time 2 hour. Product: NC=1C(=NC(=C(C(=O)N[C@@H]2CC[C@H](CC2)C(F)(F)F)C1)OCCF)N (5,6-Diamino-2-(2-fluoro-ethoxy)-N-(trans-4-trifluoromethyl-cyclohexyl)-nicotinamide). Reaction SMILES: [F:1][CH2:2][CH2:3][O:4][C:5]1[N:23]=[C:22]([NH2:24])[C:21]([N+:25]([O-])=O)=[CH:20][C:6]=1[C:7]([NH:9][C@H:10]1[CH2:15][CH2:14][C@H:13]([C:16]([F:19])([F:18])[F:17])[CH2:12][CH2:11]1)=[O:8].CO>[Ni].C1COCC1>[NH2:25][C:21]1[C:22]([NH2:24])=[N:23][C:5]([O:4][CH2:3][CH2:2][F:1])=[C:6]([CH:20]=1)[C:7]([NH:9][C@H:10]1[CH2:11][CH2:12][C@H:13]([C:16]([F:18])([F:17])[F:19])[CH2:14][CH2:15]1)=[O:8]. Procedure: A mixture of 2-(2-fluoro-ethoxy)-6-amino-5-nitro-N-(trans-4-trifluoromethyl-cyclohexyl)-nicotinamide (220 mg, 0.56 mmol), Ra—Ni (50 mg), MeOH (5 mL) and THF (15 mL) is stirred at rt for 2 h under a hydrogen atmosphere (3.0 bar). The catalyst is removed by filtration and the filtrate is concentrated. Reactants: N1C=NC=C1 (imidazole), [H-].[Na+] (sodium hydride), ClCC(=O)NC1=CC=C(C(=O)OCC)C=C1 (ethyl p-chloroacetylaminobenzoate). The solvent is CN(C=O)C (dimethylformamide), CN(C=O)C (dimethylformamide). Conditions: temperature 80 celsius. Yields the product N1(C=NC=C1)CC(=O)NC1=CC=C(C(=O)OCC)C=C1 (ethyl p-(1-imidazolyl)acetylaminobenzoate). Yield: 76.9%. RXN SMILES: [H-].[Na+].[NH:3]1[CH:7]=[CH:6][N:5]=[CH:4]1.Cl[CH2:9][C:10]([NH:12][C:13]1[CH:23]=[CH:22][C:16]([C:17]([O:19][CH2:20][CH3:21])=[O:18])=[CH:15][CH:14]=1)=[O:11]>CN(C)C=O>[N:3]1([CH2:9][C:10]([NH:12][C:13]2[CH:23]=[CH:22][C:16]([C:17]([O:19][CH2:20][CH3:21])=[O:18])=[CH:15][CH:14]=2)=[O:11])[CH:7]=[CH:6][N:5]=[CH:4]1 |f:0.1|. Reported procedure: To a suspension of 2.4 g of 50% sodium hydride in 100 ml of dry dimethylformamide was added slowly 3.4 g of imidazole at room temperature, and the mixture was heated to 80° C. A solution of 12.1 g of ethyl p-chloroacetylaminobenzoate in 45 ml of dry dimethylformamide was added to the mixture over a period of 30 minutes at 80° C., and then the reaction mixture was heated at 100° C. for 1.5 hours. After removal of the solvent under reduced pressure, the residue was dissolved in chloroform and wash... The product is S1C(=CC=C1)C=CCCCCCCCCNC1=CC=C(C(=O)C2=CC=CC=C2)C=C1 (4-[10-(2-thienyl)deca-9-enylamino]benzophenone). Reaction SMILES: [NH2:1][C:2]1[CH:7]=[CH:6][C:5]([C:8](=[O:10])[CH3:9])=[CH:4][CH:3]=1.[S:11]1[CH:15]=[CH:14][CH:13]=[C:12]1[CH:16]=[CH:17][CH2:18][CH2:19][CH2:20][CH2:21][CH2:22][CH2:23][CH2:24][CH2:25]OS(C)(=O)=O>CN(C)P(N(C)C)(N(C)C)=O>[S:11]1[CH:15]=[CH:14][CH:13]=[C:12]1[CH:16]=[CH:17][CH2:18][CH2:19][CH2:20][CH2:21][CH2:22][CH2:23][CH2:24][CH2:25][NH:1][C:2]1[CH:7]=[CH:6][C:5]([C:8]([C:9]2[CH:6]=[CH:7][CH:2]=[CH:3][CH:4]=2)=[O:10])=[CH:4][CH:3]=1. Reactants: NC1=CC=C(C=C1)C(C)=O (p-Aminoacetophenone), S1C(=CC=C1)C=CCCCCCCCCOS(=O)(=O)C (10-(2-thien-yl)-1-methanesulfonyloxy-9-decene). Procedure: p-Aminoacetophenone is heated with 5 g. 10-(2-thien-yl)-1-methanesulfonyloxy-9-decene (prepared by the method of Example 9) in 50 ml. hexamethylphosphoramide containing anhydrous potassium carbonate (1.9 g.) for 16 hours a 100° C. The solution is cooled to room temperature, filtered to remove solids, and the filtrate is diluted with cold water (50 ml.). The amber solid so obtained is collected and washed with water. Recrystallization from ethanol followed by dichloromethane provides the title co... Run in CN(P(=O)(N(C)C)N(C)C)C (hexamethylphosphoramide). Reaction SMILES: [CH2:1]([c:2]1[cH:3][cH:4][cH:5][cH:6][cH:7]1)[O:8][C:9](=[O:10])[Cl:11].[Cl:28][CH2:29][Cl:30].[ClH:12].[ClH:13].[F:14][c:15]1[cH:16][c:17]([CH3:27])[c:18]([CH:21]2[NH:22][CH2:23][CH2:24][NH:25][CH2:26]2)[cH:19][cH:20]1>>[CH2:1]([c:2]1[cH:3][cH:4][cH:5][cH:6][cH:7]1)[O:8][C:9](=[O:10])[N:25]1[CH2:24][CH2:23][NH:22][CH:21]([c:18]2[c:17]([CH3:27])[cH:16][c:15]([F:14])[cH:20][cH:19]2)[CH2:26]1. Starting materials: O=C(Cl)OCc1ccccc1, ClCCl, Cl, Cl, Cc1cc(F)ccc1C1CNCCN1. Product: Cc1cc(F)ccc1C1CN(C(=O)OCc2ccccc2)CCN1. RXN SMILES: [CH2:1]([O:3][C:4]([C:6]1([C:9]2[CH:14]=[CH:13][C:12]([C:15]3[CH:20]=[CH:19][C:18]([C:21]4[O:25][N:24]=[C:23]([CH3:26])[C:22]=4[NH2:27])=[CH:17][CH:16]=3)=[CH:11][CH:10]=2)[CH2:8][CH2:7]1)=[O:5])[CH3:2].Br[C:29]1[CH:34]=[CH:33][CH:32]=[C:31]([O:35][CH3:36])[N:30]=1>>[CH2:1]([O:3][C:4]([C:6]1([C:9]2[CH:10]=[CH:11][C:12]([C:15]3[CH:20]=[CH:19][C:18]([C:21]4[O:25][N:24]=[C:23]([CH3:26])[C:22]=4[NH:27][C:29]4[CH:34]=[CH:33][CH:32]=[C:31]([O:35][CH3:36])[N:30]=4)=[CH:17][CH:16]=3)=[CH:13][CH:14]=2)[CH2:8][CH2:7]1)=[O:5])[CH3:2]. Reported procedure: Prepared according to the procedure described in Example 290, Step 1, using 1-[4′-(4-amino-3-methyl-isoxazol-5-yl)-biphenyl-4-yl]-cyclopropanecarboxylic acid ethyl ester and 2-bromo-6-methoxy-pyridine. Product: C(C)OC(=O)C1(CC1)C1=CC=C(C=C1)C1=CC=C(C=C1)C1=C(C(=NO1)C)NC1=NC(=CC=C1)OC (1-{4′-[4-(6-Methoxy-pyridin-2-ylamino)-3-methyl-isoxazol-5-yl]-biphenyl-4-yl}-cyclopropanecarboxylic acid ethyl ester). Starting materials: C(C)OC(=O)C1(CC1)C1=CC=C(C=C1)C1=CC=C(C=C1)C1=C(C(=NO1)C)N (1-[4′-(4-amino-3-methyl-isoxazol-5-yl)-biphenyl-4-yl]-cyclopropanecarboxylic acid ethyl ester), BrC1=NC(=CC=C1)OC (2-bromo-6-methoxy-pyridine). Reactants: [BH4-], CN, CO, Cn1ccc2c(C=O)cccc21, [Na+], O. The product is CNCc1cccc2c1ccn2C. RXN SMILES: [BH4-:15].[CH3:13][NH2:14].[CH3:18][OH:19].[CH3:1][n:2]1[cH:3][cH:4][c:5]2[c:6]([CH:11]=[O:12])[cH:7][cH:8][cH:9][c:10]12.[Na+:16].[OH2:17]>>[CH3:1][n:2]1[cH:3][cH:4][c:5]2[c:6]([CH2:11][NH:14][CH3:13])[cH:7][cH:8][cH:9][c:10]12.